This data is from the Open Reaction Database (ORD), a public repository of structured organic reaction records. The task is: describe an organic reaction: reactants, conditions, products, and yield The reactants are C(C)O (ethyl alcohol), C1(=CC=CC=C1)CC(=O)O (phenylacetic acid), C(CCC)N(CCCC)CCCC (tri-n-butylamine), F[B-](F)(F)F.ClC1=[N+](C(=CC=C1)Cl)CC (2,6-dichloro-1-ethylpyridinium tetrafluoroborate). The solvent is C(Cl)Cl (CH2Cl2), C(Cl)Cl (CH2Cl2). The product is C1(=CC=CC=C1)CC(=O)OCC (ethyl phenylacetate). The yield is 90.0%. As a reaction SMILES: F[B-](F)(F)F.Cl[C:7]1[CH:12]=CC=C(Cl)[N+]=1CC.C(O)C.[C:19]1([CH2:25][C:26]([OH:28])=[O:27])[CH:24]=[CH:23][CH:22]=[CH:21][CH:20]=1.C(N(CCCC)CCCC)CCC>C(Cl)Cl>[C:19]1([CH2:25][C:26]([O:28][CH2:7][CH3:12])=[O:27])[CH:24]=[CH:23][CH:22]=[CH:21][CH:20]=1 |f:0.1|. Procedure: To a CH2Cl2 (2 ml) solution of 2,6-dichloro-1-ethylpyridinium tetrafluoroborate (630 mg, 2.4 mmol) was added a mixture of ethyl alcohol (92 mg, 2.0 mmol), phenylacetic acid (272 mg, 2.0 mmol) and tri-n-butylamine (888 mg, 4.8 mmol) in CH2Cl2 (2 ml), and the resulting mixture was refluxed for 3 hours. After evaporation of the solvent, the residue was separated by silica gel column chromatography, and ethyl phenylacetate was isolated in 90% yield. Isolated yield 51.0%. The reactants are C1=CC=CC=2C3=CC=CC=C3C(C12)COC(=O)N[C@@H](CCCCN)C(=O)O (Nα-(9-fluorenylmethoxycarbonyl)-L-lysine), FC1=CC=C(C=C1)S(=O)(=O)Cl (4-fluorobenzenesulfonyl chloride). RXN SMILES: [CH:1]1[C:13]2[CH:12]([CH2:14][O:15][C:16]([NH:18][C@H:19]([C:25]([OH:27])=[O:26])[CH2:20][CH2:21][CH2:22][CH2:23][NH2:24])=[O:17])[C:11]3[C:6](=[CH:7][CH:8]=[CH:9][CH:10]=3)[C:5]=2[CH:4]=[CH:3][CH:2]=1.[F:28][C:29]1[CH:34]=[CH:33][C:32]([S:35](Cl)(=[O:37])=[O:36])=[CH:31][CH:30]=1>>[F:28][C:29]1[CH:34]=[CH:33][C:32]([S:35]([NH:24][CH2:23][CH2:22][CH2:21][CH2:20][C@@H:19]([C:25]([OH:27])=[O:26])[NH:18][C:16]([O:15][CH2:14][CH:12]2[C:11]3[CH:10]=[CH:9][CH:8]=[CH:7][C:6]=3[C:5]3[C:13]2=[CH:1][CH:2]=[CH:3][CH:4]=3)=[O:17])(=[O:37])=[O:36])=[CH:31][CH:30]=1. Procedure details: Nα-(9-fluorenylmethoxycarbonyl)-L-lysine was reacted with 4-fluorobenzenesulfonyl chloride under the conditions used in example 2 giving 51% of the title compound. Yields the product FC1=CC=C(C=C1)S(=O)(=O)NCCCC[C@H](NC(=O)OCC1C2=CC=CC=C2C=2C=CC=CC12)C(=O)O (Nε-(4-Fluorobenzenesulfonyl)-Nα-(9-fluorenylmethoxycarbonyl)-L-lysine). The reactants are C1CCOC1, COC(=O)CN1C(=O)C(NC(=O)c2cc3cc(Cl)ccc3[nH]2)Cc2ccccc21, [Li+], [OH-], O. The product is O=C(O)CN1C(=O)C(NC(=O)c2cc3cc(Cl)ccc3[nH]2)Cc2ccccc21. RXN SMILES: [CH2:33]1[O:34][CH2:35][CH2:36][CH2:37]1.[Cl:3][c:4]1[cH:5][c:6]2[cH:7][c:8]([C:13](=[O:14])[NH:15][CH:16]3[C:17](=[O:31])[N:18]([CH2:26][C:27](=[O:28])[O:29][CH3:30])[c:19]4[cH:20][cH:21][cH:22][cH:23][c:24]4[CH2:25]3)[nH:9][c:10]2[cH:11][cH:12]1.[Li+:2].[OH-:1].[OH2:32]>>[Cl:3][c:4]1[cH:5][c:6]2[cH:7][c:8]([C:13](=[O:14])[NH:15][CH:16]3[C:17](=[O:31])[N:18]([CH2:26][C:27](=[O:28])[OH:29])[c:19]4[cH:20][cH:21][cH:22][cH:23][c:24]4[CH2:25]3)[nH:9][c:10]2[cH:11][cH:12]1. Reactants: CC(C)=O, [Na+], C=C(C)C(C(=O)OC)N1C(=O)C(NC(=O)Cc2ccccc2)C1SSc1nc2ccccc2s1, Cc1ccc(S(=O)(=O)C#N)cc1, Cc1ccccc1S(=O)[O-]. Product: C=C(C)C(C(=O)OC)N1C(=O)C(NC(=O)Cc2ccccc2)C1SS(=O)(=O)c1ccc(C)cc1. RXN SMILES: [CH3:58][C:59](=[O:60])[CH3:61].[Na+:57].[c:1]1([CH2:7][C:8](=[O:9])[NH:10][CH:11]2[C:12](=[O:34])[N:13]([CH:26]([C:27](=[O:28])[O:29][CH3:30])[C:31](=[CH2:32])[CH3:33])[CH:14]2[S:15][S:16][c:17]2[s:18][c:19]3[cH:20][cH:21][cH:22][cH:23][c:24]3[n:25]2)[cH:2][cH:3][cH:4][cH:5][cH:6]1.[c:35]1([CH3:46])[cH:36][cH:37][c:38]([S:41](=[O:42])(=[O:43])[C:44]#[N:45])[cH:39][cH:40]1.[c:47]1([CH3:48])[c:49]([S:50]([O-:51])=[O:52])[cH:53][cH:54][cH:55][cH:56]1>>[c:1]1([CH2:7][C:8](=[O:9])[NH:10][CH:11]2[C:12](=[O:34])[N:13]([CH:26]([C:27](=[O:28])[O:29][CH3:30])[C:31](=[CH2:32])[CH3:33])[CH:14]2[S:15][S:41]([c:38]2[cH:37][cH:36][c:35]([CH3:46])[cH:40][cH:39]2)(=[O:42])=[O:43])[cH:2][cH:3][cH:4][cH:5][cH:6]1. Reactants: C=CC(=O)OCC, ClCCl, CCO, NC1c2ccccc2-c2ccccc21. Yields the product CCOC(=O)CCNC1c2ccccc2-c2ccccc21. RXN SMILES: [C:1]([CH:2]=[CH2:3])(=[O:4])[O:5][CH2:6][CH3:7].[CH2:25]([Cl:26])[Cl:27].[CH3:22][CH2:23][OH:24].[NH2:8][CH:9]1[c:10]2[cH:11][cH:12][cH:13][cH:14][c:15]2-[c:16]2[cH:17][cH:18][cH:19][cH:20][c:21]21>>[C:1]([CH2:2][CH2:3][NH:8][CH:9]1[c:10]2[cH:11][cH:12][cH:13][cH:14][c:15]2-[c:16]2[cH:17][cH:18][cH:19][cH:20][c:21]21)(=[O:4])[O:5][CH2:6][CH3:7]. Yields the product FC(OC1=C(C2=C(NC(=N2)SCC2=NC=CC(=C2C)OC)C=C1C)C)F (5-Difluoromethoxy-2-[(4-methoxy-3-methyl-2-pyridyl)methylthio]-4,6-dimethyl-1H-benzimidazole). Procedure: 2.0 g of 5-difluoromethoxy-4,6-dimethyl-1H-benzimidazole-2-thiol and 1.72 g of 2-chloromethyl-4-methoxy-3-methylpyridine hydrochloride are heated in 30 ml of 2-propanol for 4 h to the boil. This gives 3.6 g of the dihydrochloride of the title compound. This is dissolved in water and concentrated hydrochloric acid, the solution is clarified with activated charcoal, the product is precipitated with dilute sodium hydroxide solution and the precipitate is recrystallised from butanol. This gives 2.6 ... Run in CC(C)O (2-propanol). The reactants are FC(OC1=C(C2=C(NC(=N2)S)C=C1C)C)F (5-difluoromethoxy-4,6-dimethyl-1H-benzimidazole-2-thiol), Cl.ClCC1=NC=CC(=C1C)OC (2-chloromethyl-4-methoxy-3-methylpyridine hydrochloride), C1(=C(C(=C(C(=C1F)F)F)N)F)N.Cl.Cl (dihydrochloride). As a reaction SMILES: [F:1][CH:2]([F:16])[O:3][C:4]1[C:13]([CH3:14])=[CH:12][C:7]2[NH:8][C:9]([SH:11])=[N:10][C:6]=2[C:5]=1[CH3:15].Cl.Cl[CH2:19][C:20]1[C:25]([CH3:26])=[C:24]([O:27][CH3:28])[CH:23]=[CH:22][N:21]=1.C1(N)C(F)=C(F)C(F)=C(N)C=1F.Cl.Cl>CC(O)C>[F:16][CH:2]([F:1])[O:3][C:4]1[C:13]([CH3:14])=[CH:12][C:7]2[NH:8][C:9]([S:11][CH2:19][C:20]3[C:25]([CH3:26])=[C:24]([O:27][CH3:28])[CH:23]=[CH:22][N:21]=3)=[N:10][C:6]=2[C:5]=1[CH3:15] |f:1.2,3.4.5|. The reactants are C(C)(C)(C)OC(=O)OC(=O)OC(C)(C)C (di-tert-butyl-dicarbonate), NC1=CC=C(C=C1)O (4-aminophenol), C(C)(C)N(CC)C(C)C (diisopropylethylamine). Solvent: C1CCOC1 (THF). Run at time 8 hour. Product: C(=O)(OC(C)(C)C)C1=CC(=C(C=C1)O)N (4Boc-aminophenol). The yield is 96.1%. As a reaction SMILES: N[C:2]1[CH:7]=[CH:6][C:5]([OH:8])=[CH:4][CH:3]=1.[C:9]([O:13][C:14]([O:16]C(OC(C)(C)C)=O)=O)([CH3:12])([CH3:11])[CH3:10].C([N:27](C(C)C)CC)(C)C>C1COCC1>[C:14]([C:2]1[CH:7]=[CH:6][C:5]([OH:8])=[C:4]([NH2:27])[CH:3]=1)([O:13][C:9]([CH3:12])([CH3:11])[CH3:10])=[O:16]. Procedure details: To a solution of 4-aminophenol (10.9 g, 100 mmol) in THF (150 mL) cooled in an ice bath was added di-tert-butyl-dicarbonate (21.8 g, 100 mmol) followed by diisopropylethylamine (17.4 mL, 100 mmol). The mixture was stirred at room temperature overnight and concentrated. The residue was taken up in ethyl acetate and the solution was washed with brine, dried (MgSO4), and concentrated. Purification on a silica gel column eluting with 5% methanol/40% ethyl acetate hexane gave 4Boc-aminophenol (20.1 g... Starting materials: CC(C)(C)OC(=O)CCCC(NC(=O)OCc1ccccc1)C(=O)O, O=C([O-])O, CCOC(=O)N1CCNCC1, C1CCC([NH2+]C2CCCCC2)CC1, [Na+], CN(C)C=O. The product is CCOC(=O)N1CCN(C(=O)C(CCCC(=O)OC(C)(C)C)NC(=O)OCc2ccccc2)CC1. RXN SMILES: [C:14]([CH3:15])([CH3:16])([CH3:17])[O:18][C:19]([CH2:20][CH2:21][CH2:22][CH:23]([C:24](=[O:25])[OH:26])[NH:27][C:28](=[O:29])[O:30][CH2:31][c:32]1[cH:33][cH:34][cH:35][cH:36][cH:37]1)=[O:38].[C:50](=[O:51])([O-:52])[OH:53].[CH2:39]([CH3:40])[O:41][C:42](=[O:43])[N:44]1[CH2:45][CH2:46][NH:47][CH2:48][CH2:49]1.[CH:1]1([NH2+:2][CH:3]2[CH2:4][CH2:5][CH2:6][CH2:7][CH2:8]2)[CH2:9][CH2:10][CH2:11][CH2:12][CH2:13]1.[Na+:54].[O:55]=[CH:56][N:57]([CH3:58])[CH3:59]>>[C:14]([CH3:15])([CH3:16])([CH3:17])[O:18][C:19]([CH2:20][CH2:21][CH2:22][CH:23]([C:24](=[O:26])[N:47]1[CH2:46][CH2:45][N:44]([C:42]([O:41][CH2:39][CH3:40])=[O:43])[CH2:49][CH2:48]1)[NH:27][C:28](=[O:29])[O:30][CH2:31][c:32]1[cH:33][cH:34][cH:35][cH:36][cH:37]1)=[O:38]. Reactants: N1=C(C=CC2=CC=CC=C12)NCCCCO (4-(Quinolin-2-ylamino)-butan-1-ol), O (water), [H-].[Na+] (Sodium hydride), BrCC1=C(C(=O)OC)C(=CC=C1)C (Methyl 2-bromomethyl-6-methyl-benzoate). Run in CN1CCCN(C1=O)C (DMPU), C1CCOC1 (THF). Run at temperature 0 celsius, time 10 minute. Product: CC1=C(C(=O)OC)C(=CC=C1)COCCCCNC1=NC2=CC=CC=C2C=C1 (Methyl 2-Methyl-6-[4-(quinolin-2-ylamino)-butoxymethyl]-benzoate). Reaction SMILES: [N:1]1[C:10]2[C:5](=[CH:6][CH:7]=[CH:8][CH:9]=2)[CH:4]=[CH:3][C:2]=1[NH:11][CH2:12][CH2:13][CH2:14][CH2:15][OH:16].[H-].[Na+].Br[CH2:20][C:21]1[CH:30]=[CH:29][CH:28]=[C:27]([CH3:31])[C:22]=1[C:23]([O:25][CH3:26])=[O:24].O>CN1C(=O)N(C)CCC1.C1COCC1>[CH3:20][C:21]1[CH:30]=[CH:29][CH:28]=[C:27]([CH2:31][O:16][CH2:15][CH2:14][CH2:13][CH2:12][NH:11][C:2]2[CH:3]=[CH:4][C:5]3[C:10](=[CH:9][CH:8]=[CH:7][CH:6]=3)[N:1]=2)[C:22]=1[C:23]([O:25][CH3:26])=[O:24] |f:1.2|. Procedure: 4-(Quinolin-2-ylamino)-butan-1-ol (432 mg, 2.0 mmol, EXAMPLE 42a) is dissolved in 20% DMPU in THF (5 mL) and cooled to 0° C. Sodium hydride (60%, 88 mg, 2.2 mmol) is added portionwise, and the contents are stirred for 10 min. Methyl 2-bromomethyl-6-methyl-benzoate (77%, 631 mg, 2.0 mmol, EXAMPLE 2a) is added and the contents are allowed to warm to r.t. and continue to stir overnight. The reaction contents are poured into water (100 mL) and extracted with ethyl acetate (3×75 mL). Sodium chloride ... The reactants are O1CCCC1.C[Mg]Br (methyl magnesium bromide tetrahydrofuran), ClC=1C=C(C(=O)N(C)OC)C=C(N1)Cl (2,6-dichloro-N-methoxy-N-methyl isonicotinamide), [Cl-].[NH4+] (ammonium chloride). Solvent: C(C)(=O)OCC (ethyl acetate), O1CCCC1 (tetrahydrofuran). Run at temperature 0 celsius, time 1 hour. Yields the product ClC1=NC(=CC(=C1)C(C)=O)Cl (1-(2,6-Dichloropyridin-4-yl)ethanone). RXN SMILES: [Cl:1][C:2]1[CH:3]=[C:4]([CH:11]=[C:12]([Cl:14])[N:13]=1)[C:5](N(OC)C)=[O:6].O1CCC[CH2:16]1.C[Mg]Br.[Cl-].[NH4+]>O1CCCC1.C(OCC)(=O)C>[Cl:1][C:2]1[CH:3]=[C:4]([C:5](=[O:6])[CH3:16])[CH:11]=[C:12]([Cl:14])[N:13]=1 |f:1.2,3.4|. Reported procedure: 490 mg of 2,6-dichloro-N-methoxy-N-methyl isonicotinamide was dissolved in tetrahydrofuran, 2.1 ml of 3M methyl magnesium bromide tetrahydrofuran solution was added dropwise at 0° C., and the mixture was stirred at 0° C. for 1 hour. To the reaction solution was added ammonium chloride aqueous solution, and the mixture was diluted with ethyl acetate. The mixture was washed with brine, and then dried over magnesium sulfate. The solvent was distilled off under reduced pressure to obtain 325 mg of t...